From a dataset of the Open Reaction Database (ORD), a public repository of structured organic reaction records. describe an organic reaction: reactants, conditions, products, and yield Starting materials: ClCCCl, COC(=O)C(N)C1CCCCC1, O=C(O)c1cc(OCC(=O)N2CCCC2C(=O)NC2CCC2)n(-c2ccccc2)n1, CCN(C(C)C)C(C)C, Cl, CN(C)C=O, On1nnc2cccnc21. The product is COC(=O)C(NC(=O)c1cc(OCC(=O)N2CCCC2C(=O)NC2CCC2)n(-c2ccccc2)n1)C1CCCCC1. As a reaction SMILES: [CH2:68]([Cl:69])[CH2:70][Cl:71].[CH3:51][O:52][C:53]([CH:54]([CH:55]1[CH2:56][CH2:57][CH2:58][CH2:59][CH2:60]1)[NH2:61])=[O:62].[CH:1]1([NH:5][C:6](=[O:7])[CH:8]2[N:9]([C:13]([CH2:14][O:15][c:16]3[cH:17][c:18]([C:27](=[O:28])[OH:29])[n:19][n:20]3-[c:21]3[cH:22][cH:23][cH:24][cH:25][cH:26]3)=[O:30])[CH2:10][CH2:11][CH2:12]2)[CH2:2][CH2:3][CH2:4]1.[CH:41]([N:42]([CH2:43][CH3:44])[CH:45]([CH3:46])[CH3:47])([CH3:48])[CH3:49].[ClH:50].[O:63]=[CH:64][N:65]([CH3:66])[CH3:67].[OH:31][n:32]1[c:33]2[n:34][cH:35][cH:36][cH:37][c:38]2[n:39][n:40]1>>[CH:1]1([NH:5][C:6](=[O:7])[CH:8]2[N:9]([C:13]([CH2:14][O:15][c:16]3[cH:17][c:18]([C:27](=[O:28])[NH:61][CH:54]([C:53]([O:52][CH3:51])=[O:62])[CH:55]4[CH2:56][CH2:57][CH2:58][CH2:59][CH2:60]4)[n:19][n:20]3-[c:21]3[cH:22][cH:23][cH:24][cH:25][cH:26]3)=[O:30])[CH2:10][CH2:11][CH2:12]2)[CH2:2][CH2:3][CH2:4]1. Starting materials: BrC1=CC(=CC2=C1OCO2)C=O (7-bromo-benzo[1,3]dioxole-5-carbaldehyde), C(C)(C)[Mg]Cl (isopropylmagnesium chloride), [Cl-].[NH4+] (ammonium chloride). Solvent: CCOCC (ether). Run at time 30 minute. Product: BrC1=CC(=CC2=C1OCO2)C(C(C)C)O (1-(7-bromo-benzo[1,3]dioxol-5-yl)-2-methyl-propan-1-ol). The yield is 96.4%. RXN SMILES: [Br:1][C:2]1[C:7]2[O:8][CH2:9][O:10][C:6]=2[CH:5]=[C:4]([CH:11]=[O:12])[CH:3]=1.[CH:13]([Mg]Cl)([CH3:15])[CH3:14].[Cl-].[NH4+]>CCOCC>[Br:1][C:2]1[C:7]2[O:8][CH2:9][O:10][C:6]=2[CH:5]=[C:4]([CH:11]([OH:12])[CH:13]([CH3:15])[CH3:14])[CH:3]=1 |f:2.3|. Procedure details: To a solution of 7-bromo-benzo[1,3]dioxole-5-carbaldehyde (437 mg, 1.91 mmol) in dry ether (6 mL) was added slowly under argon at −30° C. isopropylmagnesium chloride (1.15 mL, 2.0 M in ether, 2.29 mmol) and the solution stirred for 30 minute. A solution of aqueous ammonium chloride was added and the layers separated. The aqueous layer was extrated with ethyl acetate and the organic combined and washed with water, brine, dried (MgSO4), filtered and evaporated to give 503 mg of 1-(7-bromo-benzo[1,... Reactants: [Al+3], CC(C)COc1ccc(OCC(C)C)c(C(=O)O)c1, CCOC(=O)CCc1ccccc1OCC(C)C, ClCCl, CN(C)C=O, ClC(Cl)Cl, [Cl-], [Cl-], [Cl-], O=C(Cl)C(=O)Cl, O. The product is CCOC(=O)CCc1cc(C(=O)c2cc(OCC(C)C)ccc2OCC(C)C)ccc1OCC(C)C. RXN SMILES: [Al+3:27].[CH2:1]([CH:2]([CH3:3])[CH3:4])[O:5][c:6]1[c:7]([C:8](=[O:9])[OH:10])[cH:11][c:12]([O:15][CH2:16][CH:17]([CH3:18])[CH3:19])[cH:13][cH:14]1.[CH2:30]([CH:31]([CH3:32])[CH3:33])[O:34][c:35]1[c:36]([CH2:41][CH2:42][C:43](=[O:44])[O:45][CH2:46][CH3:47])[cH:37][cH:38][cH:39][cH:40]1.[CH2:48]([Cl:49])[Cl:50].[CH3:56][N:57]([CH3:58])[CH:59]=[O:60].[CH:52]([Cl:53])([Cl:54])[Cl:55].[Cl-:26].[Cl-:28].[Cl-:29].[Cl:20][C:21]([C:22]([Cl:23])=[O:24])=[O:25].[OH2:51]>>[CH2:1]([CH:2]([CH3:3])[CH3:4])[O:5][c:6]1[c:7]([C:8](=[O:10])[c:38]2[cH:37][c:36]([CH2:41][CH2:42][C:43](=[O:44])[O:45][CH2:46][CH3:47])[c:35]([O:34][CH2:30][CH:31]([CH3:32])[CH3:33])[cH:40][cH:39]2)[cH:11][c:12]([O:15][CH2:16][CH:17]([CH3:18])[CH3:19])[cH:13][cH:14]1. The reactants are FC1(OC2=C(O1)C=CC(=C2)N2N=C(C(C=C2)=O)C(\C=C\N(C)C)=O)F (1-(2,2-Difluoro-benzo[1,3]dioxol-5-yl)-3-((E)-3-dimethylamino-acryloyl)-1H-pyridazin-4-one), N(N)C1=CC(=NC=C1)C (4-hydrazino-2-methylpyridine). Yields the product FC1(OC2=C(O1)C=CC(=C2)N2N=C(C(C=C2)=O)C=2N(N=CC2)C2=CC(=NC=C2)C)F (1-(2,2-Difluoro-benzo[1,3]dioxol-5-yl)-3-[2-(2-methyl-pyridin-4-yl)-2H-pyrazol-3-yl]-1H-pyridazin-4-one). As a reaction SMILES: [F:1][C:2]1([F:25])[O:6][C:5]2[CH:7]=[CH:8][C:9]([N:11]3[CH:16]=[CH:15][C:14](=[O:17])[C:13]([C:18](=O)/[CH:19]=[CH:20]/N(C)C)=[N:12]3)=[CH:10][C:4]=2[O:3]1.[NH:26]([C:28]1[CH:33]=[CH:32][N:31]=[C:30]([CH3:34])[CH:29]=1)[NH2:27]>>[F:25][C:2]1([F:1])[O:6][C:5]2[CH:7]=[CH:8][C:9]([N:11]3[CH:16]=[CH:15][C:14](=[O:17])[C:13]([C:18]4[N:26]([C:28]5[CH:33]=[CH:32][N:31]=[C:30]([CH3:34])[CH:29]=5)[N:27]=[CH:20][CH:19]=4)=[N:12]3)=[CH:10][C:4]=2[O:3]1. Procedure: The product was obtained starting from 1-(2,2-Difluoro-benzo[1,3]dioxol-5-yl)-3-((E)-3-dimethylamino-acryloyl)-1H-pyridazin-4-one (A-11) and 4-hydrazino-2-methylpyridine according to the method described for example 91. MS: M=410.2 (M+H)+ Starting materials: S(O)(O)(=O)=O (sulfuric acid), [N+](=O)(O)[O-] (nitric acid), CC(=O)O (AcOH), ice water, C(C)(=O)N1CC(C2=C(C(=C(C=C12)C)Br)C)CC(OCC)=C=O (1-acetyl-5-bromo-3-(2-ethoxy-carbonylethyl)-4,6-dimethylindoline). Conditions: time 5 hour. The product is C(C)(=O)N1CC(C2=C(C(=C(C(=C12)[N+](=O)[O-])C)Br)C)CCC(=O)OCC (1-acetyl-5-bromo-3-(2-ethoxycarbonylethyl)-4,6-dimethyl-7-nitroindoline). RXN SMILES: S(=O)(=O)(O)[OH:2].[N+:6]([O-:9])(O)=[O:7].[C:10]([N:13]1[C:21]2[C:16](=[C:17]([CH3:24])[C:18]([Br:23])=[C:19]([CH3:22])[CH:20]=2)[CH:15]([CH2:25][C:26](=[C:30]=[O:31])OCC)[CH2:14]1)(=[O:12])[CH3:11].[CH3:32][C:33](O)=O>>[C:10]([N:13]1[C:21]2[C:16](=[C:17]([CH3:24])[C:18]([Br:23])=[C:19]([CH3:22])[C:20]=2[N+:6]([O-:9])=[O:7])[CH:15]([CH2:25][CH2:26][C:30]([O:31][CH2:32][CH3:33])=[O:2])[CH2:14]1)(=[O:12])[CH3:11]. Procedure: To a mixture of AcOH (10 ml), conc. sulfuric acid (10 ml) and nitric acid (0.55 ml) was added by portions 1-acetyl-5-bromo-3-(2-ethoxy-carbonylethyl)-4,6-dimethylindoline (3.0 g) at 0° C., and the mixture was stirred at the same temperature for 5 hr. The reaction mixture was poured into ice water and extracted with CHCl3 (100 ml). After washing with water, the mixture was dried over anhydrous sodium sulfate. CHCl3 was evaporated under reduced pressure. The residue was purified by silica gel colu... The reactants are BrC1=CC=C(C=C1)C1=C(C(=NO1)C)NC(CCC1=CC(=CC=C1)C(F)(F)F)C ([5-(4-bromo-phenyl)-3-methyl-isoxazol-4-yl]-[1-methyl-3-(3-trifluoromethyl-phenyl)-propyl]-amine), C(C)OC(CC1(CC1)C1=CC=C(C=C1)B1OC(C(O1)(C)C)(C)C)=O ({1-[4-(4,4,5,5-tetramethyl-[1,3,2]dioxaborolan-2-yl)-phenyl]cyclopropyl}-acetic acid ethyl ester). The product is C(C)OC(CC1(CC1)C1=CC=C(C=C1)C1=CC=C(C=C1)C1=C(C(=NO1)C)NC(CCC1=CC(=CC=C1)C(F)(F)F)C)=O ([1-(4′-{3-Methyl-4-[1-methyl-3-(3-trifluoromethyl-phenyl)-propylamino]-isoxazol-5-yl}-biphenyl-4-yl)-cyclopropyl]-acetic acid ethyl ester). Reaction SMILES: Br[C:2]1[CH:7]=[CH:6][C:5]([C:8]2[O:12][N:11]=[C:10]([CH3:13])[C:9]=2[NH:14][CH:15]([CH3:28])[CH2:16][CH2:17][C:18]2[CH:23]=[CH:22][CH:21]=[C:20]([C:24]([F:27])([F:26])[F:25])[CH:19]=2)=[CH:4][CH:3]=1.[CH2:29]([O:31][C:32](=[O:52])[CH2:33][C:34]1([C:37]2[CH:42]=[CH:41][C:40](B3OC(C)(C)C(C)(C)O3)=[CH:39][CH:38]=2)[CH2:36][CH2:35]1)[CH3:30]>>[CH2:29]([O:31][C:32](=[O:52])[CH2:33][C:34]1([C:37]2[CH:42]=[CH:41][C:40]([C:2]3[CH:3]=[CH:4][C:5]([C:8]4[O:12][N:11]=[C:10]([CH3:13])[C:9]=4[NH:14][CH:15]([CH3:28])[CH2:16][CH2:17][C:18]4[CH:23]=[CH:22][CH:21]=[C:20]([C:24]([F:27])([F:25])[F:26])[CH:19]=4)=[CH:6][CH:7]=3)=[CH:39][CH:38]=2)[CH2:36][CH2:35]1)[CH3:30]. Procedure: Prepared according to the procedure described in Example 1, Step 7, using [5-(4-bromo-phenyl)-3-methyl-isoxazol-4-yl]-[1-methyl-3-(3-trifluoromethyl-phenyl)-propyl]-amine and {1-[4-(4,4,5,5-tetramethyl-[1,3,2]dioxaborolan-2-yl)-phenyl]cyclopropyl}-acetic acid ethyl ester. Reactants: O (water), C([O-])([O-])=O.[K+].[K+] (potassium carbonate), NCC(O)C1=C(C(=C(C(=C1C)OC)C)C)OC (2-amino-1-(2,5-dimethoxy-3,4,6-trimethylphenyl)ethanol), O=C(COC1=CC=C(CC2C(N(C(S2)=O)C(C2=CC=CC=C2)(C2=CC=CC=C2)C2=CC=CC=C2)=O)C=C1)C (5-[4-(2-oxopropoxy)benzyl]-3-triphenylmethylthiazolidine-2,4-dione). Run in C1=CC=CC=C1 (benzene), C1=CC=CC=C1 (benzene). Reaction conditions: time 1 hour. Yields the product COC1=C(C(=C(C(=C1C)C)OC)C)C(CNC(COC1=CC=C(CC2C(NC(S2)=O)=O)C=C1)C)O (5-(4-{2- [2-(2,5-Dimethoxy-3,4,6 -trimethylphenyl)-2-hydroxyethylamino]propoxy}benzyl)thiazolidine-2,4-dion). Yield: 6.2%. RXN SMILES: [NH2:1][CH2:2][CH:3]([C:5]1[C:10]([CH3:11])=[C:9]([O:12][CH3:13])[C:8]([CH3:14])=[C:7]([CH3:15])[C:6]=1[O:16][CH3:17])[OH:4].O=[C:19]([CH3:55])[CH2:20][O:21][C:22]1[CH:54]=[CH:53][C:25]([CH2:26][CH:27]2[S:31][C:30](=[O:32])[N:29](C(C3C=CC=CC=3)(C3C=CC=CC=3)C3C=CC=CC=3)[C:28]2=[O:52])=[CH:24][CH:23]=1.O.C(=O)([O-])[O-].[K+].[K+]>C1C=CC=CC=1>[CH3:17][O:16][C:6]1[C:7]([CH3:15])=[C:8]([CH3:14])[C:9]([O:12][CH3:13])=[C:10]([CH3:11])[C:5]=1[CH:3]([OH:4])[CH2:2][NH:1][CH:19]([CH3:55])[CH2:20][O:21][C:22]1[CH:23]=[CH:24][C:25]([CH2:26][CH:27]2[S:31][C:30](=[O:32])[NH:29][C:28]2=[O:52])=[CH:53][CH:54]=1 |f:3.4.5|. Procedure: A solution of 1.23 g of 2-amino-1-(2,5-dimethoxy-3,4,6-trimethylphenyl)ethanol [prepared as described in Preparation 14] and 3.0 g of 5-[4-(2-oxopropoxy)benzyl]-3-triphenylmethylthiazolidine-2,4-dione [prepared as described in Preparation 20] in 300 ml of benzene was heated under reflux for approximately 4 hours, during which time the water produced throughout the reaction was eliminated as a benzene azeotrope. The reaction mixture was then freed from benzene by distillation under reduced pressu...